From a dataset of the Open Reaction Database (ORD), a public repository of structured organic reaction records. describe an organic reaction: reactants, conditions, products, and yield Starting materials: C1CCOC1, CC(C)[Mg+], [Cl-], O=Cc1ccccc1Cl, CSc1nccc(-c2c(I)c(=O)n3n2CCC3)n1. Product: CSc1nccc(-c2c(C(O)c3ccccc3Cl)c(=O)n3n2CCC3)n1. As a reaction SMILES: [CH2:33]1[O:34][CH2:35][CH2:36][CH2:37]1.[CH:20]([Mg+:21])([CH3:22])[CH3:23].[Cl-:19].[Cl:24][c:25]1[c:26]([CH:27]=[O:28])[cH:29][cH:30][cH:31][cH:32]1.[I:1][c:2]1[c:3](-[c:11]2[n:12][c:13]([S:17][CH3:18])[n:14][cH:15][cH:16]2)[n:4]2[n:5]([c:9]1=[O:10])[CH2:6][CH2:7][CH2:8]2>>[c:2]1([CH:27]([c:26]2[c:25]([Cl:24])[cH:32][cH:31][cH:30][cH:29]2)[OH:28])[c:3](-[c:11]2[n:12][c:13]([S:17][CH3:18])[n:14][cH:15][cH:16]2)[n:4]2[n:5]([c:9]1=[O:10])[CH2:6][CH2:7][CH2:8]2. Starting materials: BrC1=CC=C(C2=CC=CC=C12)N (4-bromonaphth-1-ylamine), N1=CC=C(C=C1)B(O)O (4-pyridylboronic acid), C([O-])([O-])=O.[Na+].[Na+] (sodium carbonate), Tetrakis (triphenylphosphine)palladium (0). Solvent: COCCOC (1,2-dimethoxyethane), O (water). Product: N1=CC=C(C=C1)C1=CC=C(C2=CC=CC=C12)N (4-(Pyridin-4-yl)naphth-1-ylamine). The yield is 78.6%. As a reaction SMILES: Br[C:2]1[C:11]2[C:6](=[CH:7][CH:8]=[CH:9][CH:10]=2)[C:5]([NH2:12])=[CH:4][CH:3]=1.C(=O)([O-])[O-].[Na+].[Na+].[N:19]1[CH:24]=[CH:23][C:22](B(O)O)=[CH:21][CH:20]=1>COCCOC.O>[N:19]1[CH:24]=[CH:23][C:22]([C:2]2[C:11]3[C:6](=[CH:7][CH:8]=[CH:9][CH:10]=3)[C:5]([NH2:12])=[CH:4][CH:3]=2)=[CH:21][CH:20]=1 |f:1.2.3|. Procedure details: A stirred suspension of 4-bromonaphth-1-ylamine (10 g, 45 mnmole) in 1,2-dimethoxyethane (400 ml) and water (100 ml) containing sodium carbonate (14 g) was flushed with argon for 0.3h. Tetrakis (triphenylphosphine)palladium (0) (2.75 g, 2.4 mmole) was added followed by 4-pyridylboronic acid (5.7 g, 46 mmole) and the mixture heated at reflux for 5 h. The mixture was concentrated in vacuo to a brown slurry and partitioned between dichloromethane and water. The aqueous was further extracted with di... As a reaction SMILES: [CH3:37][N:38]1[CH2:39][CH2:40][CH2:41][CH2:42]1.[CH:20]([N:21]([CH:22]([CH3:23])[CH3:24])[CH2:25][CH3:26])([CH3:27])[CH3:28].[Cl:1][c:2]1[c:3]2[c:4]([n:5][c:6]([CH2:13][CH3:14])[c:7]1[C:8](=[O:9])[O:10][CH2:11][CH3:12])[n:15]([CH2:18][CH3:19])[n:16][cH:17]2.[O:29]1[CH2:30][CH2:31][CH:32]([NH2:35])[CH2:33][CH2:34]1.[OH2:36]>>[c:2]1([NH:35][CH:32]2[CH2:31][CH2:30][O:29][CH2:34][CH2:33]2)[c:3]2[c:4]([n:5][c:6]([CH2:13][CH3:14])[c:7]1[C:8](=[O:9])[O:10][CH2:11][CH3:12])[n:15]([CH2:18][CH3:19])[n:16][cH:17]2. Starting materials: CN1CCCC1, CCN(C(C)C)C(C)C, CCOC(=O)c1c(CC)nc2c(cnn2CC)c1Cl, NC1CCOCC1, O. The product is CCOC(=O)c1c(CC)nc2c(cnn2CC)c1NC1CCOCC1. Starting materials: C(C1=CC=CC=C1)OC(=O)NCC(C)NS(=O)(=O)C=1C=2C=CN=CC2C=CC1 (N-(2-benzyloxycarbonylamino-1-methylethyl)-5-isoquinolinesulfonamide), [H][H] (hydrogen). Reagents/catalysts: [C].[Pd] (palladium-carbon). Solvent: C(C)O (ethanol). Product: NCC(C)NS(=O)(=O)C=1C=2C=CN=CC2C=CC1 (N-(2-amino-1-methylethyl)-5-isoquinolinesulfonamide). Yield: 97.9%. As a reaction SMILES: C(OC([NH:11][CH2:12][CH:13]([NH:15][S:16]([C:19]1[C:20]2[CH:21]=[CH:22][N:23]=[CH:24][C:25]=2[CH:26]=[CH:27][CH:28]=1)(=[O:18])=[O:17])[CH3:14])=O)C1C=CC=CC=1.[H][H]>C(O)C.[C].[Pd]>[NH2:11][CH2:12][CH:13]([NH:15][S:16]([C:19]1[C:20]2[CH:21]=[CH:22][N:23]=[CH:24][C:25]=2[CH:26]=[CH:27][CH:28]=1)(=[O:18])=[O:17])[CH3:14] |f:3.4|. Procedure details: In 50 ml of ethanol was dissolved 2.0 g of N-(2-benzyloxycarbonylamino-1-methylethyl)-5-isoquinolinesulfonamide obtained above, and to the solution was added 0.1 g of 5% palladium-carbon. Then the solution was stirred at a temperature of 15° C.~25° C. in a hydrogen (0.7 to 1.40 kg/cm2) for 3 hours. The palladium-carbon was separated from the reaction solution by filtration under the reduced pressure. After the methanol was distilled therefrom, the reaction solution was concentrated to dryness to...